This data is from the Open Reaction Database (ORD), a public repository of structured organic reaction records. The task is: describe an organic reaction: reactants, conditions, products, and yield The reactants are C1(CCCCC1)OC(=O)NC(C(=O)O[C@H]1CN2CCC1CC2)C2=CC=CC=C2 ((R)-quinuclidin-3-yl 2-(cyclohexyloxycarbonylamino)-2-phenylacetate), BrCC(=O)C1=CC=CC=C1 (2-bromo-1-phenylethanone). Run in CCOC(=O)C (EtOAc). Reaction conditions: time 15 hour. Product: [Br-].C1(CCCCC1)OC(=O)NC(C(=O)O[C@H]1C[N+]2(CCC1CC2)CC(C2=CC=CC=C2)=O)C2=CC=CC=C2 ((3R)-3-(2-(cyclohexyloxycarbonylamino)-2-phenylacetoxy)-1-(2-oxo-2-phenylethyl)-1-azoniabicyclo[2.2.2]octane bromide). Yield: 53.0%. As a reaction SMILES: [CH:1]1([O:7][C:8]([NH:10][CH:11]([C:23]2[CH:28]=[CH:27][CH:26]=[CH:25][CH:24]=2)[C:12]([O:14][C@@H:15]2[CH:20]3[CH2:21][CH2:22][N:17]([CH2:18][CH2:19]3)[CH2:16]2)=[O:13])=[O:9])[CH2:6][CH2:5][CH2:4][CH2:3][CH2:2]1.[Br:29][CH2:30][C:31]([C:33]1[CH:38]=[CH:37][CH:36]=[CH:35][CH:34]=1)=[O:32]>CCOC(C)=O>[Br-:29].[CH:1]1([O:7][C:8]([NH:10][CH:11]([C:23]2[CH:24]=[CH:25][CH:26]=[CH:27][CH:28]=2)[C:12]([O:14][C@@H:15]2[CH:20]3[CH2:19][CH2:18][N+:17]([CH2:30][C:31](=[O:32])[C:33]4[CH:38]=[CH:37][CH:36]=[CH:35][CH:34]=4)([CH2:22][CH2:21]3)[CH2:16]2)=[O:13])=[O:9])[CH2:6][CH2:5][CH2:4][CH2:3][CH2:2]1 |f:3.4|. Procedure details: To a solution of (R)-quinuclidin-3-yl 2-(cyclohexyloxycarbonylamino)-2-phenylacetate (C38) (105 mg, 0.27 mmol) in EtOAc (3 ml), was added 2-bromo-1-phenylethanone (59.5 mg, 0.30 mmol). The reaction was stirred at RT for 15 hours, and then the solvent was evaporated. The crude was purified by flash chromatography (DCM/MeOH=95/5 to 93/7) to obtain (3R)-3-(2-(cyclohexyloxycarbonylamino)-2-phenylacetoxy)-1-(2-oxo-2-phenylethyl)-1-azoniabicyclo[2.2.2]octane bromide (83.8 mg; 53% yield). Reactants: CC1=CC2=C(N3C(S2)=NC=C3CO)C=C1 (7-Methyl-imidazo[2,1-b]benzothiazole-3-methanol), 7-Methyl-imidazo [2,1b]benzothiazole-3-methanol. The reagents and catalysts are O=[Mn]=O (MnO2). The solvent is C1(=CC=CC=C1)C (toluene), O1CCOCC1 (dioxane). Product: CC1=CC2=C(N3C(S2)=NC=C3C=O)C=C1 (7-Methyl-imidazo[2,1-b]benzothiazole-3-carboxaldehyde). Isolated yield 68.9%. RXN SMILES: [CH3:1][C:2]1[CH:15]=[CH:14][C:5]2[N:6]3[C:11]([CH2:12][OH:13])=[CH:10][N:9]=[C:7]3[S:8][C:4]=2[CH:3]=1>C1(C)C=CC=CC=1.O1CCOCC1.O=[Mn]=O>[CH3:1][C:2]1[CH:15]=[CH:14][C:5]2[N:6]3[C:11]([CH:12]=[O:13])=[CH:10][N:9]=[C:7]3[S:8][C:4]=2[CH:3]=1. Procedure: A suspension of 7-Methyl-imidazo[2,1-b]benzothiazole-3-methanol (Formula K-2) (0.82 g) in hot toluene (100 mL) was diluted with dioxane (10 mL) to effect dissolution of 7-Methyl-imidazo [2,1b]benzothiazole-3-methanol (Formula K-2). The solution was treated with activated MnO2 (1.64 g) and azeotropically distilled for 1.25 hours. The suspension was filtered, the cake was washed with hot ethyl acetate, and the filtrate was evaporated to a crystalline solid (0.69 g). Crystallization from isopropano... Reactants: C(C)OC1=NC2=C(N1CC1=CC=C(C=C1)C1=C(C=CC=C1)C1=NN=NN1C(C1=CC=CC=C1)(C1=CC=CC=C1)C1=CC=CC=C1)C(=CC=C2)C(=O)OC(C)(C)OC(=O)OCCCCC(CO[N+](=O)[O-])O[N+](=O)[O-] (1-[({[5,6-bis(nitrooxy)hexyl]oxy}carbonyl)oxy]-1-methylethyl 2-ethoxy-1-{[2′-(1-trityl-1H-tetrazol-5-yl)biphenyl-4-yl]methyl}-1H-benzimidazole-7-carboxylate). Solvent: ClCCl.CO (dichloromethane methanol). The product is C(C)OC1=NC2=C(N1CC1=CC=C(C=C1)C1=C(C=CC=C1)C1=NN=NN1)C(=CC=C2)C(=O)OC(C)(C)OC(=O)OCCCCC(CO[N+](=O)[O-])O[N+](=O)[O-] (1-[({[5,6-bis(nitrooxy)hexyl]oxy}carbonyl)oxy]-1-methylethyl 2-ethoxy-1-{[2′-(1H-tetrazol-5-yl)biphenyl-4-yl]methyl}-1H-benzimidazole-7-carboxylate). RXN SMILES: [CH2:1]([O:3][C:4]1[N:8]([CH2:9][C:10]2[CH:15]=[CH:14][C:13]([C:16]3[CH:21]=[CH:20][CH:19]=[CH:18][C:17]=3[C:22]3[N:26](C(C4C=CC=CC=4)(C4C=CC=CC=4)C4C=CC=CC=4)[N:25]=[N:24][N:23]=3)=[CH:12][CH:11]=2)[C:7]2[C:46]([C:50]([O:52][C:53]([O:56][C:57]([O:59][CH2:60][CH2:61][CH2:62][CH2:63][CH:64]([O:70][N+:71]([O-:73])=[O:72])[CH2:65][O:66][N+:67]([O-:69])=[O:68])=[O:58])([CH3:55])[CH3:54])=[O:51])=[CH:47][CH:48]=[CH:49][C:6]=2[N:5]=1)[CH3:2]>ClCCl.CO>[CH2:1]([O:3][C:4]1[N:8]([CH2:9][C:10]2[CH:11]=[CH:12][C:13]([C:16]3[CH:21]=[CH:20][CH:19]=[CH:18][C:17]=3[C:22]3[NH:23][N:24]=[N:25][N:26]=3)=[CH:14][CH:15]=2)[C:7]2[C:46]([C:50]([O:52][C:53]([O:56][C:57]([O:59][CH2:60][CH2:61][CH2:62][CH2:63][CH:64]([O:70][N+:71]([O-:73])=[O:72])[CH2:65][O:66][N+:67]([O-:69])=[O:68])=[O:58])([CH3:55])[CH3:54])=[O:51])=[CH:47][CH:48]=[CH:49][C:6]=2[N:5]=1)[CH3:2] |f:1.2|. Procedure: A dichloromethane/methanol (3.5 mL, 1:7) solution of 1-[({[5,6-bis(nitrooxy)hexyl]oxy}carbonyl)oxy]-1-methylethyl 2-ethoxy-1-{[2′-(1-trityl-1H-tetrazol-5-yl)biphenyl-4-yl]methyl}-1H-benzimidazole-7-carboxylate (0.190 g, 0.192 mmol) was heated in a microwave apparatus (90° C., 20 minutes). Then the solution was concentrated and the residue was purified by flash chromatography (Biotage SP1, 25+M column, dichloromethane/methanol 98/2), affording the title compound. 1H NMR (300 MHz, CDCl3) δ 8.04-8.... Reaction SMILES: [CH3:1]C([O-])(C)C.[K+].[CH3:7][C:8]1[CH:9]=[C:10]([C:19]([O:21]CC)=[O:20])[C:11]([C:14](OCC)=O)=[N:12][CH:13]=1.[NH2:24][C:25]([CH3:32])([CH2:29][CH2:30]C)[C:26]([NH2:28])=[O:27].O>C1(C)C=CC=CC=1>[CH:29]([C:25]1([CH3:32])[NH:24][C:14]([C:11]2[C:10]([C:19]([OH:21])=[O:20])=[CH:9][C:8]([CH3:7])=[CH:13][N:12]=2)=[N:28][C:26]1=[O:27])([CH3:1])[CH3:30] |f:0.1|. Starting materials: O (water), CC(C)(C)[O-].[K+] (potassium tert-butylate), CC(C)(C)[O-].[K+] (potassium tert-butylate), CC(C)(C)[O-].[K+] (potassium tert-butylate), CC=1C=C(C(=NC1)C(=O)OCC)C(=O)OCC (diethyl 5-methyl-2,3-pyridinedicarboxylate), NC(C(=O)N)(CCC)C (2-amino-2,4-dimethylbutyramide). Procedure details: With stirring, 116 g (1.034 moles) of potassium tert-butylate are added in portions to a solution of 123 g (0.519 mole) of diethyl 5-methyl-2,3-pyridinedicarboxylate and 67.5 g (0.519 mole) of 2-amino-2,4-dimethylbutyramide in 600 ml of toluene. During the addition of potassium tert-butylate the mixture exotherms to 60° C. When the addition of potassium tert-butylate is complete, the reaction mixture is heated to 80° C. and stirred overnight. Then 800 ml of water are added to the mixture which h... The product is C(C)(C)C1(C(N=C(N1)C1=NC=C(C=C1C(=O)O)C)=O)C (2-(5-isopropyl-5-methyl-4-oxoimidazolin-2-yl)-5-methyl-3-pyridinecarboxylic acid). The yield is 68.4%. Solvent: C1(=CC=CC=C1)C (toluene). Reaction conditions: temperature 80 celsius. Reactants: FC1=CC(=C(C=C1)[N+](=O)[O-])C (4-fluoro-2-methyl-1-nitrobenzene), CN(C1CNCC1)C (dimethylpyrrolidin-3-ylamine), C([O-])([O-])=O.[K+].[K+] (potassium carbonate). The solvent is CN(C)C=O (DMF). Reaction conditions: time 4 hour. Product: CN(C1CN(CC1)C1=CC(=C(C=C1)[N+](=O)[O-])C)C (Dimethyl-[1-(3-methyl-4-nitrophenyl)pyrrolidin-3-yl]amine). RXN SMILES: F[C:2]1[CH:7]=[CH:6][C:5]([N+:8]([O-:10])=[O:9])=[C:4]([CH3:11])[CH:3]=1.[CH3:12][N:13]([CH3:19])[CH:14]1[CH2:18][CH2:17][NH:16][CH2:15]1.C(=O)([O-])[O-].[K+].[K+]>CN(C=O)C>[CH3:12][N:13]([CH3:19])[CH:14]1[CH2:18][CH2:17][N:16]([C:2]2[CH:7]=[CH:6][C:5]([N+:8]([O-:10])=[O:9])=[C:4]([CH3:11])[CH:3]=2)[CH2:15]1 |f:2.3.4|. Procedure: A mixture of 4-fluoro-2-methyl-1-nitrobenzene (13.6 g), dimethylpyrrolidin-3-ylamine (10.0 g), potassium carbonate (12 g) and DMF (100 mL) was stirred at room temperature for 4 hours. The reaction mixture was partitioned between water and ethyl acetate. The organic phase was dried and concentrated. The product with the molecular weight of 249.32 (C13H19N3O2) was obtained in this way; MS (ESI): 250 (M+H+). Reactants: ClCCCNC(=O)C=1C(=NOC1C)C1=CC=CC=C1 (N-(3-Chloropropyl)-3-phenyl-5-methylisoxazole-4-carboxamide), FC1=CC(=C(C=C1)N1CCNCC1)OCC(F)(F)F (1-[4-fluoro-2-(2,2,2-trifluoroethoxy)phenyl]piperazine), OC1=C(C=C(C=C1)Cl)N1CCNCC1 (1-(2-hydroxy-5-chlorophenyl)piperazine). The solvent is C(C)(=O)OCC (ethyl acetate). Yields the product C(C)C1=C(C(=NO1)C1=CC=CC=C1)C(=O)NCCCN1CCN(CC1)C1=C(C=C(C=C1)F)OCC(F)(F)F (5-Ethyl-N-[3-[4-[4-fluoro-2-(2,2,2-trifluoroethoxy)phenyl]-1-piperazinyl]propyl]-3-phenylisoxazole-4-carboxamide). Yield: 64.0%. Reaction SMILES: Cl[CH2:2][CH2:3][CH2:4][NH:5][C:6]([C:8]1[C:9]([C:14]2[CH:19]=[CH:18][CH:17]=[CH:16][CH:15]=2)=[N:10][O:11][C:12]=1[CH3:13])=[O:7].[F:20][C:21]1[CH:26]=[CH:25][C:24]([N:27]2[CH2:32][CH2:31][NH:30][CH2:29][CH2:28]2)=[C:23]([O:33][CH2:34][C:35]([F:38])([F:37])[F:36])[CH:22]=1.O[C:40]1C=CC(Cl)=CC=1N1CCNCC1>C(OCC)(=O)C>[CH2:13]([C:12]1[O:11][N:10]=[C:9]([C:14]2[CH:19]=[CH:18][CH:17]=[CH:16][CH:15]=2)[C:8]=1[C:6]([NH:5][CH2:4][CH2:3][CH2:2][N:30]1[CH2:31][CH2:32][N:27]([C:24]2[CH:25]=[CH:26][C:21]([F:20])=[CH:22][C:23]=2[O:33][CH2:34][C:35]([F:37])([F:36])[F:38])[CH2:28][CH2:29]1)=[O:7])[CH3:40]. Reported procedure: The title compound was obtained following the procedure described in Example 2 but substituting Compound 19A for Compound 2B and 1-[4-fluoro-2-(2,2,2-trifluoroethoxy)phenyl]piperazine for 1-(2-hydroxy-5-chlorophenyl)piperazine. The crude was taken up with ethyl acetate and the crude was purified by flash chromatography (ethyl acetate-2 N ammonia in methanol 98:2) to afford the title compound (64%). M.p. 115-117° C. Reactants: [BH4-].[Na+] (NaBH4), C(C)OC(=O)C1=NC(=NC(=C1OCC)N1CCOCC1)C1=CC=C(C=C1)N (2-(4-amino-phenyl)-5-ethoxy-6-morpholin-4-yl-pyrimidine-4-carboxylic acid ethyl ester). Solvent: CCO (EtOH). Product: NC1=CC=C(C=C1)C1=NC(=C(C(=N1)CO)OCC)N1CCOCC1 ([2-(4-Amino-phenyl)-5-ethoxy-6-morpholin-4-yl-pyrimidin-4-yl]-methanol). The yield is 79.6%. RXN SMILES: [BH4-].[Na+].C([O:5][C:6]([C:8]1[C:13]([O:14][CH2:15][CH3:16])=[C:12]([N:17]2[CH2:22][CH2:21][O:20][CH2:19][CH2:18]2)[N:11]=[C:10]([C:23]2[CH:28]=[CH:27][C:26]([NH2:29])=[CH:25][CH:24]=2)[N:9]=1)=O)C>CCO>[NH2:29][C:26]1[CH:25]=[CH:24][C:23]([C:10]2[N:9]=[C:8]([CH2:6][OH:5])[C:13]([O:14][CH2:15][CH3:16])=[C:12]([N:17]3[CH2:18][CH2:19][O:20][CH2:21][CH2:22]3)[N:11]=2)=[CH:28][CH:27]=1 |f:0.1|. Reported procedure: NaBH4 (192 mg, 5 eq.) was added to a stirred solution of 2-(4-amino-phenyl)-5-ethoxy-6-morpholin-4-yl-pyrimidine-4-carboxylic acid ethyl ester (378 mg, 1 eq.) in EtOH (12 ml) and the mixture reacted to reflux overnight. The mixture was quenched with H2O, the solvent removed in vacuo, and the residue extracted with EA and washed with brine. The crude was purified by chromatography to give a product (267 mg, 80%).